This data is from the Open Reaction Database (ORD), a public repository of structured organic reaction records. The task is: describe an organic reaction: reactants, conditions, products, and yield Reactants: COc1ccc(C(=O)Cl)cc1OC1CCCC1, ClCCl, Nc1c(Cl)cncc1Cl. Product: COc1ccc(C(=O)Nc2c(Cl)cncc2Cl)cc1OC1CCCC1. As a reaction SMILES: [CH:10]1([O:15][c:16]2[cH:17][c:18]([C:19](=[O:20])[Cl:21])[cH:22][cH:23][c:24]2[O:25][CH3:26])[CH2:11][CH2:12][CH2:13][CH2:14]1.[Cl:27][CH2:28][Cl:29].[NH2:1][c:2]1[c:3]([Cl:9])[cH:4][n:5][cH:6][c:7]1[Cl:8]>>[NH:1]([c:2]1[c:3]([Cl:9])[cH:4][n:5][cH:6][c:7]1[Cl:8])[C:19]([c:18]1[cH:17][c:16]([O:15][CH:10]2[CH2:11][CH2:12][CH2:13][CH2:14]2)[c:24]([O:25][CH3:26])[cH:23][cH:22]1)=[O:20]. Reactants: [Al+3], C1CCOC1, [H-], [H-], [H-], [H-], [Li+], O=C1COc2cc(F)ccc2N1. The product is Fc1ccc2c(c1)OCCN2. As a reaction SMILES: [Al+3:14].[CH2:19]1[O:20][CH2:21][CH2:22][CH2:23]1.[H-:13].[H-:16].[H-:17].[H-:18].[Li+:15].[O:1]=[C:2]1[NH:3][c:4]2[c:5]([cH:8][c:9]([F:12])[cH:10][cH:11]2)[O:6][CH2:7]1>>[CH2:2]1[NH:3][c:4]2[c:5]([cH:8][c:9]([F:12])[cH:10][cH:11]2)[O:6][CH2:7]1. Starting materials: [Br-], CN1CCCNCC1, O=C(Cl)Oc1ccc(Oc2ccc(C(F)(F)F)cn2)cc1, [K+]. The product is CN1CCCN(C(=O)Oc2ccc(Oc3ccc(C(F)(F)F)cn3)cc2)CC1, Cl. Reaction SMILES: [Br-:30].[CH3:22][N:23]1[CH2:24][CH2:25][NH:26][CH2:27][CH2:28][CH2:29]1.[Cl:1][C:2](=[O:3])[O:4][c:5]1[cH:6][cH:7][c:8]([O:11][c:12]2[n:13][cH:14][c:15]([C:18]([F:19])([F:20])[F:21])[cH:16][cH:17]2)[cH:9][cH:10]1.[K+:31]>>[C:2](=[O:3])([O:4][c:5]1[cH:6][cH:7][c:8]([O:11][c:12]2[n:13][cH:14][c:15]([C:18]([F:19])([F:20])[F:21])[cH:16][cH:17]2)[cH:9][cH:10]1)[N:26]1[CH2:25][CH2:24][N:23]([CH3:22])[CH2:29][CH2:28][CH2:27]1.[ClH:1].